This data is from the Open Reaction Database (ORD), a public repository of structured organic reaction records. The task is: describe an organic reaction: reactants, conditions, products, and yield Reaction conditions: time 3 hour. Yields the product C(C1=CC=CC=C1)N1C(CC(NC2=C1C=CC=C2)CCC2=CC=CC=C2)=O (1-Benzyl-4-phenethyl-1,3,4,5-tetrahydro-1,5-benzodiazepin-2(2H)-one). Procedure: A suspension of 1-benzyl-4-((E)-styryl)-1,3,4,5-tetrahydro-1,5-benzodiazepin-2(2H)-one (0.51 g, 0.69 mmol) and platinum oxide (50 mg) in methanol (20 ml) was stirred for 3 hours at room temperature under hydrogen atmosphere. The reaction mixture was subjected to filtration. The solvent of the filtration was distilled off, and the residue was crystallized from diethyl ether to give 500 mg (yield 98%) of the titled compound, m.p. 135°-137° C. As a reaction SMILES: [CH2:1]([N:8]1[C:14]2[CH:15]=[CH:16][CH:17]=[CH:18][C:13]=2[NH:12][CH:11](/[CH:19]=[CH:20]/[C:21]2[CH:26]=[CH:25][CH:24]=[CH:23][CH:22]=2)[CH2:10][C:9]1=[O:27])[C:2]1[CH:7]=[CH:6][CH:5]=[CH:4][CH:3]=1>CO.[Pt]=O>[CH2:1]([N:8]1[C:14]2[CH:15]=[CH:16][CH:17]=[CH:18][C:13]=2[NH:12][CH:11]([CH2:19][CH2:20][C:21]2[CH:26]=[CH:25][CH:24]=[CH:23][CH:22]=2)[CH2:10][C:9]1=[O:27])[C:2]1[CH:3]=[CH:4][CH:5]=[CH:6][CH:7]=1. The reactants are C(C1=CC=CC=C1)N1C(CC(NC2=C1C=CC=C2)\C=C\C2=CC=CC=C2)=O (1-benzyl-4-((E)-styryl)-1,3,4,5-tetrahydro-1,5-benzodiazepin-2(2H)-one). Solvent: CO (methanol). The reagents and catalysts are [Pt]=O (platinum oxide). Yield: 203.3%. The reactants are C(C)(C)(C)[Si](N1C=CC2=CC=C(C=C12)C(F)(F)F)(C)C (1-(tert-butyl-dimethyl-silanyl)-6-trifluoromethyl-1H-indole), CCCC[N+](CCCC)(CCCC)CCCC.[F-] (TBAF), ClC1=NC(=NC=C1)NC1CC(NC(C1)(C)C)(C)C ((4-chloro-pyrimidin-2-yl)(2,2,6,6-tetramethyl-piperidin-4-yl)-amine), TBDMS. As a reaction SMILES: C([Si](C)(C)[N:6]1[C:14]2[C:9](=[CH:10][CH:11]=[C:12]([C:15]([F:18])([F:17])[F:16])[CH:13]=2)[CH:8]=[CH:7]1)(C)(C)C.Cl[C:22]1[CH:27]=[CH:26][N:25]=[C:24]([NH:28][CH:29]2[CH2:34][C:33]([CH3:36])([CH3:35])[NH:32][C:31]([CH3:38])([CH3:37])[CH2:30]2)[N:23]=1.CCCC[N+](CCCC)(CCCC)CCCC.[F-]>>[CH3:35][C:33]1([CH3:36])[CH2:34][CH:29]([NH:28][C:24]2[N:23]=[C:22]([C:8]3[C:9]4[C:14](=[CH:13][C:12]([C:15]([F:16])([F:17])[F:18])=[CH:11][CH:10]=4)[NH:6][CH:7]=3)[CH:27]=[CH:26][N:25]=2)[CH2:30][C:31]([CH3:38])([CH3:37])[NH:32]1 |f:2.3|. Procedure details: The title compound was prepared as described in Example 215, starting from 1-(tert-butyl-dimethyl-silanyl)-6-trifluoromethyl-1H-indole (prepared by TBDMS protection of 6-trifluoromethyl-1H-indole) and (4-chloro-pyrimidin-2-yl)(2,2,6,6-tetramethyl-piperidin-4-yl)-amine, followed by in situ cleavage of the TBDMS protecting group with catalytic amounts of TBAF. Yield: 640 mg (77%). Yields the product CC1(NC(CC(C1)NC1=NC=CC(=N1)C1=CNC2=CC(=CC=C12)C(F)(F)F)(C)C)C ((2,2,6,6-Tetramethyl-piperidin-4-yl)-[4-(6-trifluoromethyl-1H-indol-3-yl)-pyrimidin-2-yl]-amine).